Dataset: the Open Reaction Database (ORD), a public repository of structured organic reaction records. Task: describe an organic reaction: reactants, conditions, products, and yield The reactants are CC=1C=C(C=CC1)B(O)O (3-methylbenzeneboronic acid), IC1=C(C(=O)O)C=CC=C1 (2-iodobenzoic acid), C(=O)([O-])[O-].[Na+].[Na+] (Na2CO3). Reagents/catalysts: C=1C=CC(=CC1)[P](C=2C=CC=CC2)(C=3C=CC=CC3)[Pd]([P](C=4C=CC=CC4)(C=5C=CC=CC5)C=6C=CC=CC6)([P](C=7C=CC=CC7)(C=8C=CC=CC8)C=9C=CC=CC9)[P](C=1C=CC=CC1)(C=1C=CC=CC1)C=1C=CC=CC1 (Pd(PPh3)4). The solvent is COCCOC (DME). Yields the product CC=1C=C(C=CC1)C=1C(=CC=CC1)C(=O)O (3'-methyl-2-biphenylcarboxylic acid). Yield: 41.5%. RXN SMILES: [CH3:1][C:2]1[CH:3]=[C:4](B(O)O)[CH:5]=[CH:6][CH:7]=1.I[C:12]1[CH:20]=[CH:19][CH:18]=[CH:17][C:13]=1[C:14]([OH:16])=[O:15].C([O-])([O-])=O.[Na+].[Na+]>C1C=CC([P]([Pd]([P](C2C=CC=CC=2)(C2C=CC=CC=2)C2C=CC=CC=2)([P](C2C=CC=CC=2)(C2C=CC=CC=2)C2C=CC=CC=2)[P](C2C=CC=CC=2)(C2C=CC=CC=2)C2C=CC=CC=2)(C2C=CC=CC=2)C2C=CC=CC=2)=CC=1.COCCOC>[CH3:1][C:2]1[CH:3]=[C:4]([C:12]2[C:13]([C:14]([OH:16])=[O:15])=[CH:17][CH:18]=[CH:19][CH:20]=2)[CH:5]=[CH:6][CH:7]=1 |f:2.3.4,^1:30,32,51,70|. Procedure details: In an oven dried flask flushed with N2 was combined 2.7 g (20.0 mmol) of 3-methylbenzeneboronic acid, 3.64 g (15 mmol) of 2-iodobenzoic acid, 150 mL of DME, 26 mL of 10% Na2CO3 and 600 mg (0.5 mmol) of Pd(PPh3)4. The mixture was warmed to reflux for 24 h and partitioned between 100 mL of NaHCO3 and 100 mL of ether. The ether layer was extracted with 2×50 mL of NaHCO3 and the combined NaHCO3 fractions were washed with 2×50 mL of ether, acidified with 10% HCl and extracted with 3×75 mL of ether. T... The reactants are FC(C(=O)O)(F)F.FC(C(=O)O)(F)F.FC(C(=O)O)(F)F.ClC=1C=NC=2NC=3C=NC=C(CCC4=C(C=CC(NC1N2)=C4)NC(CC4CCNCC4)=O)C3 (N-[6-chloro-2,4,8,18,22-pentaazatetracyclo[14.3.1.1(3,7).1(9,13)]docosa-1(20),3(22),4,6,9(21),10,12,16,18-nonaen-12-yl]-2-piperidin-4-ylacetamide tris(trifluoroacetate)), N1N=C(N=C1)C(=O)O (1H-1,2,4-triazole-3-carboxylic acid). Yields the product FC(C(=O)O)(F)F.FC(C(=O)O)(F)F.ClC=1C=NC=2NC=3C=NC=C(CCC4=C(C=CC(NC1N2)=C4)NC(CC4CCN(CC4)C(=O)C4=NNC=N4)=O)C3 (N-[6-Chloro-2,4,8,18,22-pentaazatetracyclo[14.3.1.1(3,7).1(9,13)]docosa-1(20),3(22),4,6,9(21),10,12,16,18-nonaen-12-yl]-2-[1-(1H-1,2,4-triazol-3-ylcarbonyl)piperidin-4-yl]acetamide bis(trifluoroacetate)). Yield: 43.0%. Reaction SMILES: [F:1][C:2]([F:7])([F:6])[C:3]([OH:5])=[O:4].[F:8][C:9]([F:14])([F:13])[C:10]([OH:12])=[O:11].FC(F)(F)C(O)=O.[Cl:22][C:23]1[CH:24]=[N:25][C:26]2[NH:27][C:28]3[CH:29]=[N:30][CH:31]=[C:32]([CH:54]=3)[CH2:33][CH2:34][C:35]3[CH:43]=[C:39]([NH:40][C:41]=1[N:42]=2)[CH:38]=[CH:37][C:36]=3[NH:44][C:45](=[O:53])[CH2:46][CH:47]1[CH2:52][CH2:51][NH:50][CH2:49][CH2:48]1.[NH:55]1[CH:59]=[N:58][C:57]([C:60](O)=[O:61])=[N:56]1>>[F:1][C:2]([F:7])([F:6])[C:3]([OH:5])=[O:4].[F:8][C:9]([F:14])([F:13])[C:10]([OH:12])=[O:11].[Cl:22][C:23]1[CH:24]=[N:25][C:26]2[NH:27][C:28]3[CH:29]=[N:30][CH:31]=[C:32]([CH:54]=3)[CH2:33][CH2:34][C:35]3[CH:43]=[C:39]([NH:40][C:41]=1[N:42]=2)[CH:38]=[CH:37][C:36]=3[NH:44][C:45](=[O:53])[CH2:46][CH:47]1[CH2:52][CH2:51][N:50]([C:60]([C:57]2[N:58]=[CH:59][NH:55][N:56]=2)=[O:61])[CH2:49][CH2:48]1 |f:0.1.2.3,5.6.7|. Procedure: The desired compound was prepared according to the procedure of Example A27 using N-[6-chloro-2,4,8,18,22-pentaazatetracyclo[14.3.1.1(3,7).1(9,13)]docosa-1(20),3(22),4,6,9(21),10,12,16,18-nonaen-12-yl]-2-piperidin-4-ylacetamide tris(trifluoroacetate) and 1H-1,2,4-triazole-3-carboxylic acid as starting materials in 43% yield. LCMS for C27H28ClN10O2 (M+H)+: m/z=559.2. Starting materials: O=C1CCC(=O)N1Br, CC(=O)O, ClCCl, c1ccc2c(c1)OCCc1ccsc1-2. Product: Brc1cc2c(s1)-c1ccccc1OCC2. Reaction SMILES: [Br:19][N:20]1[C:21](=[O:22])[CH2:23][CH2:24][C:25]1=[O:26].[CH3:15][C:16](=[O:17])[OH:18].[Cl:27][CH2:28][Cl:29].[s:1]1[cH:2][cH:3][c:4]2[c:5]1-[c:6]1[c:7]([cH:11][cH:12][cH:13][cH:14]1)[O:8][CH2:9][CH2:10]2>>[s:1]1[c:2]([Br:19])[cH:3][c:4]2[c:5]1-[c:6]1[c:7]([cH:11][cH:12][cH:13][cH:14]1)[O:8][CH2:9][CH2:10]2. The reactants are C(=O)(O)C1=CC=CC2=C1CC(C1=C(S2)C=CC=C1)=O (9-carboxy-10,11-dihydro-11-oxo-dibenzo[b,f]thiepin), O.NN (hydrazine hydrate). The solvent is C(C)O (ethanol). Reaction conditions: time 2 hour. The product is C(=O)(O)C1=CC=CC2=C1CCC1=C(S2)C=CC=C1 (9-carboxy-10,11-dihydrodibenzo[b,f]thiepin). Yield: 42.2%. As a reaction SMILES: [C:1]([C:4]1[C:9]2[CH2:10][C:11](=O)[C:12]3[CH:18]=[CH:17][CH:16]=[CH:15][C:13]=3[S:14][C:8]=2[CH:7]=[CH:6][CH:5]=1)([OH:3])=[O:2].O.NN>C(O)C>[C:1]([C:4]1[C:9]2[CH2:10][CH2:11][C:12]3[CH:18]=[CH:17][CH:16]=[CH:15][C:13]=3[S:14][C:8]=2[CH:7]=[CH:6][CH:5]=1)([OH:3])=[O:2] |f:1.2|. Procedure details: The mixture of 1.0 g of 9-carboxy-10,11-dihydro-11-oxo-dibenzo[b,f]thiepin, 1.0 g of hydrazine hydrate and 30 ml of ethanol was heated under reflux on water bath for 4 hours. The reaction mixture was concentrated to about 15 ml to separate crystals on cooling, which were collected by filtration. They were added to the mixture of 1.0 g of sodium hydroxide and 20 ml of diethylene glycal and the resulting mixture was heated with stirring at 190°-200° C. for 2 hours. After cooling, 300 ml of water w...